Task: describe an organic reaction: reactants, conditions, products, and yield. Dataset: the Open Reaction Database (ORD), a public repository of structured organic reaction records The reactants are O=C1C=C(OC2=C1C=C1C=CC(=NC1=C2CCC)C(=O)OCC)C(=O)OCC (Diethyl 4-oxo-10-propyl-4H-pyrano[3,2-g]quinoline-2,8-dicarboxylate), [OH-].[Na+] (sodium hydroxide). Solvent: CO (methanol). The product is O=C1C=C(OC2=C1C=C1C=CC(=NC1=C2CCC)C(=O)O)C(=O)O (4-Oxo-10-propyl-4H-pyrano[3,2-g]quinoline-2,8-dicarboxylic acid). As a reaction SMILES: [O:1]=[C:2]1[C:7]2[CH:8]=[C:9]3[C:14](=[C:15]([CH2:16][CH2:17][CH3:18])[C:6]=2[O:5][C:4]([C:24]([O:26]CC)=[O:25])=[CH:3]1)[N:13]=[C:12]([C:19]([O:21]CC)=[O:20])[CH:11]=[CH:10]3.[OH-].[Na+]>CO>[O:1]=[C:2]1[C:7]2[CH:8]=[C:9]3[C:14](=[C:15]([CH2:16][CH2:17][CH3:18])[C:6]=2[O:5][C:4]([C:24]([OH:26])=[O:25])=[CH:3]1)[N:13]=[C:12]([C:19]([OH:21])=[O:20])[CH:11]=[CH:10]3 |f:1.2|. Reported procedure: The product of step (b) (1.118 g) was suspended in methanol (100 mls) and heated and stirred under reflux with the dropwise addition of N/10 sodium hydroxide solution (58.37 mls). The reaction mixture was stirred and heated under reflux for a further 15 mins, cooled, filtered and acidified. The precipitated product was collected by filtration, washed with water and dried to give 0.852 g, mp 252° dec. Starting materials: CCO, CCO, Cl, COC(=O)c1ccc(OCCCN2CCCCC2)cc1, [Na+], [OH-], O. Yields the product O=C(O)c1ccc(OCCCN2CCCCC2)cc1. RXN SMILES: [CH2:28]([OH:29])[CH3:30].[CH3:24][CH2:25][OH:26].[ClH:23].[N:1]1([CH2:7][CH2:8][CH2:9][O:10][c:11]2[cH:12][cH:13][c:14]([C:15](=[O:16])[O:17][CH3:18])[cH:19][cH:20]2)[CH2:2][CH2:3][CH2:4][CH2:5][CH2:6]1.[Na+:22].[OH-:21].[OH2:27]>>[N:1]1([CH2:7][CH2:8][CH2:9][O:10][c:11]2[cH:12][cH:13][c:14]([C:15](=[O:16])[OH:17])[cH:19][cH:20]2)[CH2:2][CH2:3][CH2:4][CH2:5][CH2:6]1. Reactants: BrC1=C2C(N(C(=NC2=CC=C1)[C@H](C)NC(OC(C)(C)C)=O)C1=CC=CC=C1)=O ((S)-tert-butyl (1-(5-bromo-4-oxo-3-phenyl-3,4-dihydroquinazolin-2-yl)ethyl)carbamate), tetrakis(triphenylphosphine)Pd(0), CN1CCCC1=O (NMP). The reagents and catalysts are [C-]#N.[Zn+2].[C-]#N (zinc cyanide). Run at temperature 90 celsius. Yields the product C(#N)C1=C2C(N(C(=NC2=CC=C1)[C@H](C)NC(OC(C)(C)C)=O)C1=CC=CC=C1)=O ((S)-tert-butyl (1-(5-cyano-4-oxo-3-phenyl-3,4-dihydroquinazolin-2-yl)ethyl)carbamate). Reaction SMILES: Br[C:2]1[CH:11]=[CH:10][CH:9]=[C:8]2[C:3]=1[C:4](=[O:28])[N:5]([C:22]1[CH:27]=[CH:26][CH:25]=[CH:24][CH:23]=1)[C:6]([C@@H:12]([NH:14][C:15](=[O:21])[O:16][C:17]([CH3:20])([CH3:19])[CH3:18])[CH3:13])=[N:7]2.[CH3:29][N:30]1C(=O)CCC1>[C-]#N.[Zn+2].[C-]#N>[C:29]([C:2]1[CH:11]=[CH:10][CH:9]=[C:8]2[C:3]=1[C:4](=[O:28])[N:5]([C:22]1[CH:27]=[CH:26][CH:25]=[CH:24][CH:23]=1)[C:6]([C@@H:12]([NH:14][C:15](=[O:21])[O:16][C:17]([CH3:20])([CH3:19])[CH3:18])[CH3:13])=[N:7]2)#[N:30] |f:2.3.4|. Procedure details: (S)-tert-butyl (1-(5-bromo-4-oxo-3-phenyl-3,4-dihydroquinazolin-2-yl)ethyl)carbamate (500 mg, 1.13 mmol), zinc cyanide (166 mg, 1.41 mmol), and tetrakis(triphenylphosphine)Pd(0) (124 mg, 0.11 mmol) were combined in NMP (5 mL). The mixture was degassed under Ar and heated to 90° C. overnight. The reaction was poured into EtOAc, washed with water (3×), and purified by flash chromatography (40 g silica, 0-50% EtOAc/hexanes) to give (S)-tert-butyl (1-(5-cyano-4-oxo-3-phenyl-3,4-dihydroquinazolin-2-y...